Dataset: the Open Reaction Database (ORD), a public repository of structured organic reaction records. Task: describe an organic reaction: reactants, conditions, products, and yield The reactants are FC(C=1C=C(C(=O)N2[C@@H](CNCC2)CC2=CNC3=CC=CC=C23)C=C(C1)C(F)(F)F)(F)F ((2R)-1-[3,5-bis(trifluoromethyl)benzoyl]-2-(1H-indol-3-yl-methyl)piperazine), C(C=C)(=O)N (acrylamide), C(C=C)(=O)N (acrylamide). Solvent: C1(=CC=CC=C1)C (toluene). Conditions: time 1 hour. Yields the product FC(C=1C=C(C(=O)N2[C@@H](CN(CC2)CCC(N)=O)CC2=CNC3=CC=CC=C23)C=C(C1)C(F)(F)F)(F)F ((2R)-1-[3,5-bis(trifluoromethyl)benzoyl]-4-(2-carbamoylethyl)-2-(1H-indol-3-yl-methyl)piperazine). Isolated yield 51.3%. As a reaction SMILES: [F:1][C:2]([F:32])([F:31])[C:3]1[CH:4]=[C:5]([CH:24]=[C:25]([C:27]([F:30])([F:29])[F:28])[CH:26]=1)[C:6]([N:8]1[CH2:13][CH2:12][NH:11][CH2:10][C@H:9]1[CH2:14][C:15]1[C:23]2[C:18](=[CH:19][CH:20]=[CH:21][CH:22]=2)[NH:17][CH:16]=1)=[O:7].[C:33]([NH2:37])(=[O:36])[CH:34]=[CH2:35]>C1(C)C=CC=CC=1>[F:30][C:27]([F:28])([F:29])[C:25]1[CH:24]=[C:5]([CH:4]=[C:3]([C:2]([F:1])([F:31])[F:32])[CH:26]=1)[C:6]([N:8]1[CH2:13][CH2:12][N:11]([CH2:35][CH2:34][C:33](=[O:36])[NH2:37])[CH2:10][C@H:9]1[CH2:14][C:15]1[C:23]2[C:18](=[CH:19][CH:20]=[CH:21][CH:22]=2)[NH:17][CH:16]=1)=[O:7]. Procedure details: A mixture of (2R)-1-[3,5-bis(trifluoromethyl)benzoyl]-2-(1H-indol-3-yl-methyl)piperazine (150 mg), acrylamide (24 mg) in toluene (1.5 ml) was stirred at room temperature for 1 hour and then was refluxed for 5 hours. After additional acrylamide (24 mg) was added, the whole mixture was refluxed for 3 hours and evaporated under reduced pressure. The obtained residue was purified by column chromatography on a silica gel eluting with a mixture of ethyl acetate and methanol (10:1) to give (2R)-1-[3,5-... Yields the product N#Cc1ccc(C(Cc2ccc(C#N)cn2)Cn2cncn2)cc1. The reactants are N#Cc1ccc(C(=Cc2ccc(C#N)cn2)Cn2cncn2)cc1, CCOC(C)=O, [H][H]. Reaction SMILES: [C:1](#[N:2])[c:3]1[cH:4][cH:5][c:6]([C:9](=[CH:10][c:11]2[n:12][cH:13][c:14]([C:15]#[N:16])[cH:17][cH:18]2)[CH2:19][n:20]2[n:21][cH:22][n:23][cH:24]2)[cH:7][cH:8]1.[CH3:27][CH2:28][O:29][C:30](=[O:31])[CH3:32].[H:25][H:26]>>[C:1](#[N:2])[c:3]1[cH:4][cH:5][c:6]([CH:9]([CH2:10][c:11]2[n:12][cH:13][c:14]([C:15]#[N:16])[cH:17][cH:18]2)[CH2:19][n:20]2[n:21][cH:22][n:23][cH:24]2)[cH:7][cH:8]1. Starting materials: ClCC(=O)N1CCC(CC1)OC=1C=NC(=CC1)N1C=CC2=CC(=CC=C12)S(=O)(=O)C (2-chloro-1-(4-((6-(5-(methylsulfonyl)-1H-indol-1-yl)pyridin-3-yl)oxy)piperidin-1-yl)ethanone), [I-].[K+] (potassium iodide), N1CCCC1 (pyrrolidine), C([O-])([O-])=O.[K+].[K+] (potassium carbonate). Run in CN(C)C=O (DMF). Reaction conditions: temperature 80 celsius, time 45 minute. Product: CS(=O)(=O)C=1C=C2C=CN(C2=CC1)C1=CC=C(C=N1)OC1CCN(CC1)C(CN1CCCC1)=O (1-(4-((6-(5-(methylsulfonyl)-1H-indol-1-yl)pyridin-3-yl)oxy)piperidin-1-yl)-2-(pyrrolidin-1-yl)ethanon). The yield is 52.1%. As a reaction SMILES: Cl[CH2:2][C:3]([N:5]1[CH2:10][CH2:9][CH:8]([O:11][C:12]2[CH:13]=[N:14][C:15]([N:18]3[C:26]4[C:21](=[CH:22][C:23]([S:27]([CH3:30])(=[O:29])=[O:28])=[CH:24][CH:25]=4)[CH:20]=[CH:19]3)=[CH:16][CH:17]=2)[CH2:7][CH2:6]1)=[O:4].[I-].[K+].[NH:33]1[CH2:37][CH2:36][CH2:35][CH2:34]1.C(=O)([O-])[O-].[K+].[K+]>CN(C=O)C>[CH3:30][S:27]([C:23]1[CH:22]=[C:21]2[C:26](=[CH:25][CH:24]=1)[N:18]([C:15]1[N:14]=[CH:13][C:12]([O:11][CH:8]3[CH2:9][CH2:10][N:5]([C:3](=[O:4])[CH2:2][N:33]4[CH2:37][CH2:36][CH2:35][CH2:34]4)[CH2:6][CH2:7]3)=[CH:17][CH:16]=1)[CH:19]=[CH:20]2)(=[O:28])=[O:29] |f:1.2,4.5.6|. Procedure details: To a solution of 2-chloro-1-(4-((6-(5-(methylsulfonyl)-1H-indol-1-yl)pyridin-3-yl)oxy)piperidin-1-yl)ethanone (0.080 g, 0.179 mmol) in DMF (2 mL), potassium iodide (0.009 g, 0.054 mmol), pyrrolidine (0.044 mL, 0.536 mmol), potassium carbonate (0.025 g, 0.179 mmol) were added and stirred at 80° C. for 45 minutes. The reaction was quenched by adding water (20 mL), the mixture was extracted with ethyl acetate, organic layer was concentrated under reduced pressure. The resulting crude was purified b... Starting materials: C(C)(C)(C)OC(NCC1CCN(CC1)S(=O)(=O)CCC1=CC=C(C=C1)F)=O ({1-[2-(4-fluoro-phenyl)-ethanesulfonyl]-piperidin-4-ylmethyl}-carbamic acid tert-butyl ester), Cl (HCl). Solvent: O1CCOCC1 (dioxane), C(Cl)(Cl)Cl (chloroform). Conditions: time 3 hour. Yields the product FC1=CC=C(C=C1)CCS(=O)(=O)N1CCC(CC1)CN (C-{1-[2-(4-Fluoro-phenyl)-ethanesulfonyl]-piperidin-4-yl}-methylamine). RXN SMILES: C(OC(=O)[NH:7][CH2:8][CH:9]1[CH2:14][CH2:13][N:12]([S:15]([CH2:18][CH2:19][C:20]2[CH:25]=[CH:24][C:23]([F:26])=[CH:22][CH:21]=2)(=[O:17])=[O:16])[CH2:11][CH2:10]1)(C)(C)C.Cl>O1CCOCC1.C(Cl)(Cl)Cl>[F:26][C:23]1[CH:24]=[CH:25][C:20]([CH2:19][CH2:18][S:15]([N:12]2[CH2:11][CH2:10][CH:9]([CH2:8][NH2:7])[CH2:14][CH2:13]2)(=[O:16])=[O:17])=[CH:21][CH:22]=1. Procedure details: A mixture of 0.4 g of {1-[2-(4-fluoro-phenyl)-ethanesulfonyl]-piperidin-4-ylmethyl}-carbamic acid tert-butyl ester and 5 mL of 4N HCl in dioxane was stirred at rt for 3 h, then diluted with 50 mL of chloroform, washed with 50 mL of saturated sodium carbonate, dried over magnesium sulfate and concentrated to dryness under reduced pressure. The product was a white solid: